Task: describe an organic reaction: reactants, conditions, products, and yield. Dataset: the Open Reaction Database (ORD), a public repository of structured organic reaction records The reactants are ClC1=NC(=CC2=CC=CC(=C12)Cl)[C@H](C)NC1=C2N=CN(C2=NC=N1)CC1=CC=C(C=C1)OC ((S)—N-(1-(1,8-dichloroisoquinolin-3-yl)ethyl)-9-(4-methoxybenzyl)-9H-purin-6-amine), C1=CC=C(C=C1)P(C2=CC=CC=C2)C3=CC=CC=C3 (PPh3), C(CCC)[Sn](C=C)(CCCC)CCCC (tributyl(vinyl)tin). Reagents/catalysts: CC(=O)[O-].CC(=O)[O-].[Pd+2] (Pd(OAc)2). Solvent: C1CCOC1 (THF). Product: ClC=1C=CC=C2C=C(N=C(C12)C=C)[C@H](C)NC1=C2N=CN(C2=NC=N1)CC1=CC=C(C=C1)OC ((S)—N-(1-(8-chloro-1-vinylisoquinolin-3-yl)ethyl)-9-(4-methoxybenzyl)-9H-purin-6-amine). Reaction SMILES: Cl[C:2]1[C:11]2[C:6](=[CH:7][CH:8]=[CH:9][C:10]=2[Cl:12])[CH:5]=[C:4]([C@@H:13]([NH:15][C:16]2[N:24]=[CH:23][N:22]=[C:21]3[C:17]=2[N:18]=[CH:19][N:20]3[CH2:25][C:26]2[CH:31]=[CH:30][C:29]([O:32][CH3:33])=[CH:28][CH:27]=2)[CH3:14])[N:3]=1.[CH:34]1C=CC(P(C2C=CC=CC=2)C2C=CC=CC=2)=C[CH:35]=1.C([Sn](CCCC)(CCCC)C=C)CCC>C1COCC1.CC([O-])=O.CC([O-])=O.[Pd+2]>[Cl:12][C:10]1[CH:9]=[CH:8][CH:7]=[C:6]2[C:11]=1[C:2]([CH:34]=[CH2:35])=[N:3][C:4]([C@@H:13]([NH:15][C:16]1[N:24]=[CH:23][N:22]=[C:21]3[C:17]=1[N:18]=[CH:19][N:20]3[CH2:25][C:26]1[CH:27]=[CH:28][C:29]([O:32][CH3:33])=[CH:30][CH:31]=1)[CH3:14])=[CH:5]2 |f:4.5.6|. Procedure details: To a stirred mixture of (S)—N-(1-(1,8-dichloroisoquinolin-3-yl)ethyl)-9-(4-methoxybenzyl)-9H-purin-6-amine 1 (2.58 g, 5.4 mmol, 1 eq), Pd(OAc)2 (363 mg, 1.62 mmol, 0.3 eq) and PPh3 (846 mg, 3.24 mol, 0.6 eq) in THF (50 mL) at RT, tributyl(vinyl)tin (1.97 g, 5.94 mmol, 1.1 eq) was added and the resulting mixture was stirred at reflux overnight. The mixture was allowed to cool to RT and filtered through silica gel (10 g). The filtrate was concentrated in vacuo and the residue was purified by flash...